From a dataset of the Open Reaction Database (ORD), a public repository of structured organic reaction records. describe an organic reaction: reactants, conditions, products, and yield The reactants are CC1(C)CNCCN1CCS(C)(=O)=O, CCOC(C)=O, CCc1nc2ccccc2n1-c1nc(N2CCOCC2)c2nc(CCl)n(C)c2n1, [K+], [K+], O=C([O-])[O-], CN(C)C=O. Yields the product CCc1nc2ccccc2n1-c1nc(N2CCOCC2)c2nc(CN3CCN(CCS(C)(=O)=O)C(C)(C)C3)n(C)c2n1. Reaction SMILES: [CH3:30][S:31](=[O:32])(=[O:33])[CH2:34][CH2:35][N:36]1[C:37]([CH3:42])([CH3:43])[CH2:38][NH:39][CH2:40][CH2:41]1.[CH3:55][CH2:56][O:57][C:58]([CH3:59])=[O:60].[Cl:1][CH2:2][c:3]1[n:4]([CH3:29])[c:5]2[n:6][c:7](-[n:18]3[c:19]([CH2:27][CH3:28])[n:20][c:21]4[c:22]3[cH:23][cH:24][cH:25][cH:26]4)[n:8][c:9]([N:12]3[CH2:13][CH2:14][O:15][CH2:16][CH2:17]3)[c:10]2[n:11]1.[K+:44].[K+:45].[O-:46][C:47]([O-:48])=[O:49].[O:50]=[CH:51][N:52]([CH3:53])[CH3:54]>>[CH2:2]([c:3]1[n:4]([CH3:29])[c:5]2[n:6][c:7](-[n:18]3[c:19]([CH2:27][CH3:28])[n:20][c:21]4[c:22]3[cH:23][cH:24][cH:25][cH:26]4)[n:8][c:9]([N:12]3[CH2:13][CH2:14][O:15][CH2:16][CH2:17]3)[c:10]2[n:11]1)[N:39]1[CH2:38][C:37]([CH3:42])([CH3:43])[N:36]([CH2:35][CH2:34][S:31]([CH3:30])(=[O:32])=[O:33])[CH2:41][CH2:40]1. Reactants: ice water, [H-].[Na+] (NaH), [Al+3].[Cl-].[Cl-].[Cl-] (AlCl3), CC(=CC(=O)Cl)C (3,3-dimethyl acryloyl chloride), C1(=CC=CC=C1O)C (o-cresol). Solvent: CCCCCC (hexane), C(Cl)Cl (CH2Cl2), C1CCOC1 (THF), C(Cl)Cl (CH2Cl2), C1CCOC1 (THF), C1CCOC1 (THF). Reaction conditions: temperature 0 celsius, time 30 minute. The product is O=C1OC2=C(C=CC=C2C(C1)(C)C)C (2-Oxo-4,4,8-trimethylchroman). RXN SMILES: [H-].[Na+].[C:3]1([CH3:10])[C:8]([OH:9])=[CH:7][CH:6]=[CH:5][CH:4]=1.[CH3:11][C:12]([CH3:17])=[CH:13][C:14](Cl)=[O:15].[Al+3].[Cl-].[Cl-].[Cl-]>CCCCCC.C1COCC1.C(Cl)Cl>[O:15]=[C:14]1[CH2:13][C:12]([CH3:17])([CH3:11])[C:7]2[C:8](=[C:3]([CH3:10])[CH:4]=[CH:5][CH:6]=2)[O:9]1 |f:0.1,4.5.6.7|. Procedure details: In a 500 ml of round bottom flask, NaH (1.66 g, 60% suspension in oil, 0.046 mol) was washed with dry hexane. Then, dry THF (22 ml) was added followed by o-cresol (5 g, 0.046 mol) in 10 ml of dry THF. The reaction mixture was stirred at 0° C. for 30 min followed by addition of 3,3-dimethyl acryloyl chloride in 10 ml of THF. The resulting white slurry was stirred at room temperature for 12 h, then slowly quenched with water. The mixture was then extracted with ethyl acetate. The organic layer was... Procedure: THF (36.4 L) was stirred under nitrogen, and acetone oxime (3.034 kg, 41.5 mol) was added. The solution was cooled to -40° C., and n-butyllithium (10M in hexane, 8.3 L, 83 mol) was added at a rate such that the internal temperature did not rise above 5° C. (very exothermic reaction). Stirring was continued for an additional 2 hr, with the temperature maintained between 0° and 5° C. Under nitrogen THF (16.6 L) was added and the mixture was cooled to -10° C. The solution of N-methyl proline methyl... Reaction conditions: temperature -40 celsius, time 2 hour. Product: CC1=NOC(=C1)[C@H]1N(CCC1)C (3-Methyl-5-(1-methyl-2(S)-pyrrolidinyl)isoxazole). The solvent is ice water, C1CCOC1 (THF), C1CCOC1 (THF), C1CCOC1 (THF), C1CCOC1 (THF). The reactants are S(O)(O)(=O)=O (sulfuric acid), CC(C)=NO (acetone oxime), CC(C)=NO (acetone oxime), ester, ester, C(=O)([O-])[O-].[Na+].[Na+] (Na2CO3), COC([C@H]1N(CCC1)C)=O (N-methyl proline methyl ester), C(CCC)[Li] (n-butyllithium). RXN SMILES: [CH3:1][C:2](=[N:4][OH:5])[CH3:3].C([Li])CCC.CO[C:13](=O)[C@@H:14]1[CH2:18][CH2:17][CH2:16][N:15]1[CH3:19].S(=O)(=O)(O)O.C([O-])([O-])=O.[Na+].[Na+]>C1COCC1>[CH3:1][C:2]1[CH:3]=[C:13]([C@@H:14]2[CH2:18][CH2:17][CH2:16][N:15]2[CH3:19])[O:5][N:4]=1 |f:4.5.6|.